Dataset: the Open Reaction Database (ORD), a public repository of structured organic reaction records. Task: describe an organic reaction: reactants, conditions, products, and yield The product is C(C)(C)(C)OC(N[C@@H](CC1=CC2=CC=CC=C2C=C1)C(NCCCC[C@@H](CO)N(CC(C)C)S(=O)(=O)C1=CC(=C(C=C1)F)N)=O)=O ((1S,5S)-(1-{5-[(3-Amino-4-fluoro-benzenesulfonyl)-isobutyl-amino]-6-hydroxy-hexylcarbamoyl}-2-naphthalen-2-yl-ethyl)-carbamic Acid tert-Butyl Ester). As a reaction SMILES: [NH2:1][CH2:2][CH2:3][CH2:4][CH2:5][C@H:6]([N:9]([CH2:21][CH:22]([CH3:24])[CH3:23])[S:10]([C:13]1[CH:18]=[CH:17][C:16]([F:19])=[C:15]([NH2:20])[CH:14]=1)(=[O:12])=[O:11])[CH2:7][OH:8].S(Cl)(Cl)(=O)=O.[C:30]([O:34][C:35]([NH:37][C@@H:38]([CH2:42][C:43]1[CH:52]=[CH:51][C:50]2[C:45](=[CH:46][CH:47]=[CH:48][CH:49]=2)[CH:44]=1)[C:39](O)=[O:40])=[O:36])([CH3:33])([CH3:32])[CH3:31]>>[C:30]([O:34][C:35](=[O:36])[NH:37][C@H:38]([C:39](=[O:40])[NH:1][CH2:2][CH2:3][CH2:4][CH2:5][C@H:6]([N:9]([S:10]([C:13]1[CH:18]=[CH:17][C:16]([F:19])=[C:15]([NH2:20])[CH:14]=1)(=[O:12])=[O:11])[CH2:21][CH:22]([CH3:24])[CH3:23])[CH2:7][OH:8])[CH2:42][C:43]1[CH:52]=[CH:51][C:50]2[C:45](=[CH:46][CH:47]=[CH:48][CH:49]=2)[CH:44]=1)([CH3:31])([CH3:33])[CH3:32]. Procedure details: The title compound was prepared from the crude amine mixture of (1S)-N-(5-amino-1-hydroxymethyl-pentyl)-N-isobutyl-3-amino-4-fluoro-benzenesulfonamide which is described earlier (example 53, step C, which was made from a batch of sulfonyl chloride containing the two regioisomers) and (2S)-2-tert-butoxycarbonylamino-3-naphthalen-2-yl-propionic acid using general procedure A. The crude residue was purified by semi-preparative HPLC in several batches of 80 mg using a gradient of 35 to 90% of aceton... The reactants are C(C)(C)(C)OC(=O)N[C@H](C(=O)O)CC1=CC2=CC=CC=C2C=C1 ((2S)-2-tert-butoxycarbonylamino-3-naphthalen-2-yl-propionic acid), amine, NCCCC[C@@H](CO)N(S(=O)(=O)C1=CC(=C(C=C1)F)N)CC(C)C ((1S)-N-(5-amino-1-hydroxymethyl-pentyl)-N-isobutyl-3-amino-4-fluoro-benzenesulfonamide), S(=O)(=O)(Cl)Cl (sulfonyl chloride). Yield: 38.0%. Starting materials: CC[SiH](CC)CC, COC(=O)c1cc(Cl)c2c(c1)C(O)C(C)(C)C(c1cccc(Br)c1)N2, O=C(O)C(F)(F)F. The product is COC(=O)c1cc(Cl)c2c(c1)CC(C)(C)C(c1cccc(Br)c1)N2. Reaction SMILES: [CH2:26]([SiH:27]([CH2:28][CH3:29])[CH2:30][CH3:31])[CH3:32].[CH3:1][O:2][C:3](=[O:4])[c:5]1[cH:6][c:7]2[c:12]([c:13]([Cl:15])[cH:14]1)[NH:11][CH:10]([c:16]1[cH:17][c:18]([Br:22])[cH:19][cH:20][cH:21]1)[C:9]([CH3:23])([CH3:24])[CH:8]2[OH:25].[OH:33][C:34]([C:35]([F:36])([F:37])[F:38])=[O:39]>>[CH3:1][O:2][C:3](=[O:4])[c:5]1[cH:6][c:7]2[c:12]([c:13]([Cl:15])[cH:14]1)[NH:11][CH:10]([c:16]1[cH:17][c:18]([Br:22])[cH:19][cH:20][cH:21]1)[C:9]([CH3:23])([CH3:24])[CH2:8]2.